Dataset: the Open Reaction Database (ORD), a public repository of structured organic reaction records. Task: describe an organic reaction: reactants, conditions, products, and yield Reactants: Cl.NC1=NC=CC2=CC=C(C=C12)CN1C([C@H](CC1)NS(=O)(=O)C1=CC2=CC(=CC=C2C=C1)OC)=O ((7-Methoxynaphthalen-2-yl)sulfonic acid {1-[1-amino-7-isoquinolinylmethyl]-2-oxopyrrolidin-3-(S)-yl}amide hydrochloride), C(C)(C)(C)OC(N[C@@H]1C(N(CC1)NCC1=CC=2C(=NC=CC2O1)N)=O)=O ([l-((4-amino-furo[3,2-c]pyridin-2-yl)methylamino)-2-oxopyrrolidin-3-(S)yl]carbamic acid tert-butyl ester). Product: Cl.NC1=NC=CC2=C1C=C(O2)CN2C([C@H](CC2)NS(=O)(=O)C2=CC1=CC(=CC=C1C=C2)OC)=O ((7-Methoxynaphthalen-2-yl)sulfonic acid {1-[(4-amino-furo[3,2-c]pyridin-2-yl)methyl]-2-oxopyrrolidin-3-(S)-yl }amide hydrochloride). As a reaction SMILES: [ClH:1].[NH2:2][C:3]1[C:12]2[C:7](=CC=[C:10]([CH2:13][N:14]3[CH2:18][CH2:17][C@H:16]([NH:19][S:20]([C:23]4[CH:32]=[CH:31][C:30]5[C:25](=[CH:26][C:27]([O:33][CH3:34])=[CH:28][CH:29]=5)[CH:24]=4)(=[O:22])=[O:21])[C:15]3=[O:35])[CH:11]=2)[CH:6]=[CH:5][N:4]=1.C([O:40]C(=O)N[C@H]1CCN(NCC2OC3C=CN=C(N)C=3C=2)C1=O)(C)(C)C>>[ClH:1].[NH2:2][C:3]1[C:12]2[CH:11]=[C:10]([CH2:13][N:14]3[CH2:18][CH2:17][C@H:16]([NH:19][S:20]([C:23]4[CH:32]=[CH:31][C:30]5[C:25](=[CH:26][C:27]([O:33][CH3:34])=[CH:28][CH:29]=5)[CH:24]=4)(=[O:22])=[O:21])[C:15]3=[O:35])[O:40][C:7]=2[CH:6]=[CH:5][N:4]=1 |f:0.1,3.4|. Procedure: Using the procedure described in example 85j 150 mg of [l-((4-amino-furo[3,2-c]pyridin-2-yl)methylamino)-2-oxopyrrolidin-3-(S)yl]carbamic acid tert-butyl ester was transformed into 110 mg of the title compound. MS ESI+: 467 (M+H). Reactants: COC1=CC(C2=CC=CC=C2C1(C=C)CCC(C)C)=O (3-methoxy-4-(3-methylbutyl)-4-vinylnaphthalen-1(4H)-one), [OH-].[Na+] (NaOH), Cl (HCl). Solvent: CO (methanol). Conditions: temperature 60 celsius, time 96 hour. Yields the product CC(CCC1(C(CC(C2=CC=CC=C12)=O)=O)C=C)C (4-(3-methylbutyl)-4-vinylnaphthalene-1,3(2H,4H)-dione). Isolated yield 58.5%. As a reaction SMILES: C[O:2][C:3]1[C:12]([CH2:15][CH2:16][CH:17]([CH3:19])[CH3:18])([CH:13]=[CH2:14])[C:11]2[C:6](=[CH:7][CH:8]=[CH:9][CH:10]=2)[C:5](=[O:20])[CH:4]=1.[OH-].[Na+].Cl>CO>[CH3:18][CH:17]([CH3:19])[CH2:16][CH2:15][C:12]1([CH:13]=[CH2:14])[C:11]2[C:6](=[CH:7][CH:8]=[CH:9][CH:10]=2)[C:5](=[O:20])[CH2:4][C:3]1=[O:2] |f:1.2|. Reported procedure: To a solution of Example 181C (42 mg, 0.16 mmol) in methanol (1 mL) was added a solution of 1 N NaOH (0.5 mL, 0.5 mmol). The reaction solution was stirred at 60° C. for 96 h. The solution was cooled to room temperature, acidified with 0.1 N HCl, and extracted with ethyl acetate (3× 1 mL). The combined organic extracts were dried (Na2SO4) and concentrated in vacuo. Column chromatography on silica (20%-40% ethyl acetate/hexane) afforded product as an off-white solid (24 mg, 60%). Starting materials: C(C)(C)(C)OC(=O)C=1C(=NC2=CC=C(C=C2C1C1=CC(=CC=C1)C(C)C)Cl)OS(=O)(=O)C(F)(F)F (6-chloro-4-(3-isopropyl-phenyl)-2-trifluoromethanesulfonyloxy-quinoline-3-carboxylic acid tert-butyl ester), N1CCCCC1 (piperidine), solid. Yields the product C(C)(C)(C)OC(=O)C=1C(=NC2=CC=C(C=C2C1C1=CC(=CC=C1)C(C)C)Cl)N1CCCCC1 (6-Chloro-4-(3-isopropyl-phenyl)-2-piperidin-1-yl-quinoline-3-carboxylic acid tert-butyl ester). RXN SMILES: [C:1]([O:5][C:6]([C:8]1[C:9](OS(C(F)(F)F)(=O)=O)=[N:10][C:11]2[C:16]([C:17]=1[C:18]1[CH:23]=[CH:22][CH:21]=[C:20]([CH:24]([CH3:26])[CH3:25])[CH:19]=1)=[CH:15][C:14]([Cl:27])=[CH:13][CH:12]=2)=[O:7])([CH3:4])([CH3:3])[CH3:2].[NH:36]1[CH2:41][CH2:40][CH2:39][CH2:38][CH2:37]1>>[C:1]([O:5][C:6]([C:8]1[C:9]([N:36]2[CH2:41][CH2:40][CH2:39][CH2:38][CH2:37]2)=[N:10][C:11]2[C:16]([C:17]=1[C:18]1[CH:23]=[CH:22][CH:21]=[C:20]([CH:24]([CH3:25])[CH3:26])[CH:19]=1)=[CH:15][C:14]([Cl:27])=[CH:13][CH:12]=2)=[O:7])([CH3:2])([CH3:4])[CH3:3]. Reported procedure: The title compound was prepared in analogy to example 79 step A from 6-chloro-4-(3-isopropyl-phenyl)-2-trifluoromethanesulfonyloxy-quinoline-3-carboxylic acid tert-butyl ester (prepared as described in example 78 step C, 250 mg, 0.47 mmol) and piperidine (0.093 ml, 0.94 mmol). Yellow solid (140 mg, 64%). LC-MS (ESI): 465 (M+H)+. Starting materials: C(C1=CC=CC=C1)OC1C(OC(C(C1OCC1=CC=CC=C1)OCC1=CC=CC=C1)COCC1=CC=CC=C1)=O (3,4,5-trisbenzyloxy-6-benzyloxymethyltetrahydro-pyran-2-one), [Cl-].[NH4+] (ammonium chloride), CCCCCC.C(CCC)[Li] (n-butyllithium hexane), BrC1=CC(=CC2=CC=CC=C12)CC1=CC2=C(S1)C=CC(=C2)CC (2-(4-bromonaphtalen-2-ylmethyl)-5-ethylbenzo-[b]thiophene). Solvent: C1CCOC1 (THF), C1CCOC1 (THF). Reaction conditions: time 5 minute. The product is C(C1=CC=CC=C1)O[C@H]1C(O[C@@H]([C@@H]([C@H]1OCC1=CC=CC=C1)OCC1=CC=CC=C1)COCC1=CC=CC=C1)(O)C1=CC(=CC2=CC=CC=C12)CC1=CC2=C(S1)C=CC(=C2)CC ((3R,4R,5S,6R)-3,4,5-Trisbenzyloxy-6-benzyloxymethyl-2-[3-(5-ethylbenzo[b]thiophen-2-yl-methyl)naphthalen-1-yl]tetrahydropyran-2-ol). Isolated yield 0.1%. Reaction SMILES: CCCCCC.C([Li])CCC.Br[C:13]1[C:22]2[C:17](=[CH:18][CH:19]=[CH:20][CH:21]=2)[CH:16]=[C:15]([CH2:23][C:24]2[S:28][C:27]3[CH:29]=[CH:30][C:31]([CH2:33][CH3:34])=[CH:32][C:26]=3[CH:25]=2)[CH:14]=1.[CH2:35]([O:42][CH:43]1[CH:48]([O:49][CH2:50][C:51]2[CH:56]=[CH:55][CH:54]=[CH:53][CH:52]=2)[CH:47]([O:57][CH2:58][C:59]2[CH:64]=[CH:63][CH:62]=[CH:61][CH:60]=2)[CH:46]([CH2:65][O:66][CH2:67][C:68]2[CH:73]=[CH:72][CH:71]=[CH:70][CH:69]=2)[O:45][C:44]1=[O:74])[C:36]1[CH:41]=[CH:40][CH:39]=[CH:38][CH:37]=1.[Cl-].[NH4+]>C1COCC1>[CH2:35]([O:42][C@@H:43]1[C@H:48]([O:49][CH2:50][C:51]2[CH:56]=[CH:55][CH:54]=[CH:53][CH:52]=2)[C@@H:47]([O:57][CH2:58][C:59]2[CH:60]=[CH:61][CH:62]=[CH:63][CH:64]=2)[C@@H:46]([CH2:65][O:66][CH2:67][C:68]2[CH:69]=[CH:70][CH:71]=[CH:72][CH:73]=2)[O:45][C:44]1([C:13]1[C:22]2[C:17](=[CH:18][CH:19]=[CH:20][CH:21]=2)[CH:16]=[C:15]([CH2:23][C:24]2[S:28][C:27]3[CH:29]=[CH:30][C:31]([CH2:33][CH3:34])=[CH:32][C:26]=3[CH:25]=2)[CH:14]=1)[OH:74])[C:36]1[CH:41]=[CH:40][CH:39]=[CH:38][CH:37]=1 |f:0.1,4.5|. Procedure: In a nitrogen stream, an n-butyllithium hexane solution (1.6 M, 0.83 ml, 1.33 mmol) was added dropwise to a solution of 2-(4-bromonaphtalen-2-ylmethyl)-5-ethylbenzo-[b]thiophene (460 mg, 1.21 mmol) in THF (15 ml) at −78° C. The reaction mixture was stirred at the same temperature for five minutes and to this solution, a solution of 3,4,5-trisbenzyloxy-6-benzyloxymethyltetrahydro-pyran-2-one (844 mg, 1.57 mmol) in THF (5 ml) was added dropwise. The reaction solution was stirred at −78° C. for fiv... Starting materials: OO (hydrogen peroxide), [OH-].[Na+] (NaOH), C1(CCCC1)OC=1C=C(C=CC1OC)C=1C=NC(=NC1)C#N (5-(3-Cyclopentyloxy-4-methoxyphenyl)-2-pyrimidine carbonitrile). The solvent is O (water), C(C)O (ethanol). Reaction conditions: time 15 minute. Yields the product C1(CCCC1)OC=1C=C(C=CC1OC)C=1C=NC(=NC1)C(=O)N (5-(3-Cyclopentyloxy-4-methoxyphenyl)pyrimidine-2-carboxamide). Reaction SMILES: [CH:1]1([O:6][C:7]2[CH:8]=[C:9]([C:15]3[CH:16]=[N:17][C:18]([C:21]#[N:22])=[N:19][CH:20]=3)[CH:10]=[CH:11][C:12]=2[O:13][CH3:14])[CH2:5][CH2:4][CH2:3][CH2:2]1.[OH:23]O.[OH-].[Na+]>C(O)C.O>[CH:1]1([O:6][C:7]2[CH:8]=[C:9]([C:15]3[CH:16]=[N:17][C:18]([C:21]([NH2:22])=[O:23])=[N:19][CH:20]=3)[CH:10]=[CH:11][C:12]=2[O:13][CH3:14])[CH2:2][CH2:3][CH2:4][CH2:5]1 |f:2.3|. Procedure: To a stirred mixture of the compound of Example 14 (1.3 g) in ethanol (8 ml) was added hydrogen peroxide (40 vols, 15 ml) and 6M aqueous NaOH (6 ml). After 15 min, the reaction mixture was diluted with water (75 ml) and the white solid filtered off. Recrystallisation from acetonitrile furnished the title compound (200 g) as small white plates (mp 235-238° C.). Found C, 65.06; H, 6.09; N, 13.44. C17H19N3O3 requires C, 65.16; H, 6.1 1; N, 13.41%.